This data is from the Open Reaction Database (ORD), a public repository of structured organic reaction records. The task is: describe an organic reaction: reactants, conditions, products, and yield Reactants: B(Br)(Br)Br (boron tribromide), solution, B(Br)(Br)Br (boron tribromide), C(C)OCC=1N(C2=C(C(=NC=3C=CC=NC23)N)N1)CC1=CC(=NO1)C1=CC=C(C=C1)F (2-(ethoxymethyl)-1-{[3-(4-fluorophenyl)isoxazol-5-yl]methyl}-1H-imidazo[4,5-c][1,5]naphthyridin-4-amine), CO (methanol). Solvent: ClCCl (dichloromethane), ClCCl (dichloromethane). Conditions: time 17 hour. The product is NC1=NC=2C=CC=NC2C2=C1N=C(N2CC2=CC(=NO2)C2=CC=C(C=C2)F)CO ((4-amino-1-{[3-(4-fluorophenyl)isoxazol-5-yl]methyl}-1H-imidazo[4,5-c][1,5]naphthyridin-2-yl)methanol). Isolated yield 37.4%. Reaction SMILES: C([O:3][CH2:4][C:5]1[N:6]([CH2:19][C:20]2[O:24][N:23]=[C:22]([C:25]3[CH:30]=[CH:29][C:28]([F:31])=[CH:27][CH:26]=3)[CH:21]=2)[C:7]2[C:16]3[N:15]=[CH:14][CH:13]=[CH:12][C:11]=3[N:10]=[C:9]([NH2:17])[C:8]=2[N:18]=1)C.B(Br)(Br)Br.CO>ClCCl>[NH2:17][C:9]1[C:8]2[N:18]=[C:5]([CH2:4][OH:3])[N:6]([CH2:19][C:20]3[O:24][N:23]=[C:22]([C:25]4[CH:30]=[CH:29][C:28]([F:31])=[CH:27][CH:26]=4)[CH:21]=3)[C:7]=2[C:16]2[N:15]=[CH:14][CH:13]=[CH:12][C:11]=2[N:10]=1. Procedure: Under a nitrogen atmosphere, a solution of 2-(ethoxymethyl)-1-{[3-(4-fluorophenyl)isoxazol-5-yl]methyl}-1H-imidazo[4,5-c][1,5]naphthyridin-4-amine (0.40 g, 0.96 mmol) in dichloromethane (25 mL) was cooled on an ice bath, and boron tribromide (2.4 mL of a 1 M solution in dichloromethane) was added. The reaction was stirred for 17 hours, and an analysis by HPLC indicated the presence of starting material. Additional boron tribromide (1 mL) was added after 17 hours and then again after 32 hours of ... Starting materials: N-[6-(phenylmethoxy)-9-[3,4,6-tris-O-acetyl-2-deoxy-2-[(trifluoroacetyl)amino]-β-D-glucopyranosyl]-1H-purin-2-yl]acetamide, C1(=CC=CC=C1)COC1=C2N=CN=C2N=C(N1)NC(C)=O (N-[6-(phenylmethoxy)-1H-purin-2-yl]-acetamide), C(C)(=O)O[C@H]1[C@@H]([C@@H](OC(C)=O)[C@H](OC(C)=O)[C@H](O1)COC(C)=O)NC(C(F)(F)F)=O (2-deoxy-2-[(trifluoroacetyl)amino]-β-D-glucopyranose-1,3,4,6-tetraacetate), [Si](C)(C)(C)OS(=O)(=O)C(F)(F)F (TMSOTf), C(=O)(O)[O-].[Na+] (NaHCO3). Solvent: CC#N (CH3CN). Run at temperature 80 celsius, time 3 hour. Yields the product N1C(N)=NC=2N=CNC2C1=O (Guanine). Isolated yield 65.6%. Reaction SMILES: C1(C[O:8][C:9]2[NH:17][C:16]([NH:18]C(=O)C)=[N:15][C:14]3[C:10]=2[N:11]=[CH:12][N:13]=3)C=CC=CC=1.C(O[C@@H]1O[C@H](COC(=O)C)[C@@H](OC(=O)C)[C@H](OC(=O)C)[C@H]1NC(=O)C(F)(F)F)(=O)C.[Si](OS(C(F)(F)F)(=O)=O)(C)(C)C.C([O-])(O)=O.[Na+]>CC#N>[NH:17]1[C:9](=[O:8])[C:10]2[NH:11][CH:12]=[N:13][C:14]=2[N:15]=[C:16]1[NH2:18] |f:3.4|. Procedure: To 5 g (17.65 mmol) of N-[6-(phenylmethoxy)-1H-purin-2-yl]-acetamide was added 150 mL of dry CH3CN and 9.60 mL (38.34 mmol) of BSA and this mixture was stirred at 80° C. for 3 h. At this time, 15.65 g (33.80 mmol) of 2-deoxy-2-[(trifluoroacetyl)amino]-β-D-glucopyranose-1,3,4,6-tetraacetate was added followed by 6.80 mL (35.30 mmol) of TMSOTf. This mixture was heated with stirring at 80° C. for 12 hours. At this time, the reaction mixture was poured into 200 mL of saturated, aqueous NaHCO3 and th... Starting materials: O (water), C(C)(=O)C=1C(=C(C(N(N1)C1=CC=C(C=C1)F)=O)Br)C (6-acetyl-4-bromo-2-(4-fluorophenyl)-5-methyl-3(2H)-pyridazinone), C(CO)O (ethylene glycol), C1(=CC=C(C=C1)S(=O)(=O)O)C (p-toluenesulfonic acid). Solvent: C1(=CC=CC=C1)C (toluene). Yields the product BrC=1C(N(N=C(C1C)C1(OCCO1)C)C1=CC=C(C=C1)F)=O (4-bromo-2-(4-fluorophenyl)-5-methyl-6-(2-methyl-1,3-dioxolan-2-yl)-3(2H)-pyridazinone). The yield is 89.4%. Reaction SMILES: [C:1]([C:4]1[C:5]([CH3:19])=[C:6]([Br:18])[C:7](=[O:17])[N:8]([C:10]2[CH:15]=[CH:14][C:13]([F:16])=[CH:12][CH:11]=2)[N:9]=1)(=[O:3])[CH3:2].[CH2:20](O)[CH2:21][OH:22].C1(C)C=CC(S(O)(=O)=O)=CC=1.O>C1(C)C=CC=CC=1>[Br:18][C:6]1[C:7](=[O:17])[N:8]([C:10]2[CH:15]=[CH:14][C:13]([F:16])=[CH:12][CH:11]=2)[N:9]=[C:4]([C:1]2([CH3:2])[O:22][CH2:21][CH2:20][O:3]2)[C:5]=1[CH3:19]. Procedure: A suspension of 6-acetyl-4-bromo-2-(4-fluorophenyl)-5-methyl-3(2H)-pyridazinone (3.2 g), ethylene glycol (3.1 g) and p-toluenesulfonic acid (0.2 g) in toluene (35 ml) was heated under reflux for 10 hours with removing water formed. After cooling on standing, the reaction mixture was extracted with ethyl acetate. After washing with a saturated aqueous sodium hydrogen carbonate solution and a brine, the organic layer was dried over anhydrous magnesium sulfate. The solvent was removed by evaporatio... Reported procedure: Compound 113 was prepared by the procedure described for the synthesis of compound 104 by replacing 2-cyanoethylamine with 2-aminomethyl-5-methyl-1,3,4-oxadiazole. LCMS (+ESI) m/z=489.3 [M+H]+. 1H NMR (CDCl3) δ 7.90 (d, J=9.3 Hz, 1H), 7.46-7.52 (m, 1H), 7.28-7.32 (m, 1H), 7.19-7.26 (m, 1H), 6.91 (br, 1H), 4.82 (s, 2H), 4.74-4.79 (m, 1H), 4.58-4.63 (m, 1H), 4.28 (d, J=9.3 Hz, 1H), 3.94 (t, J=5.6 Hz, 2H), 3.17 (br, 2H), 2.51 (s, 3H), 1.12 (s, 9H). The product is FC=1C=C(C=CC1F)C=1C2=C(N(N1)C(=O)N[C@H](C(=O)NCC=1OC(=NN1)C)C(C)(C)C)CCOC2 ((S)-3-(3,4-difluorophenyl)-N-(3,3-dimethyl-1-((5-methyl-1,3,4-oxadiazol-2-yl)methylamino)-1-oxobutan-2-yl)-6,7-dihydropyrano[4,3-c]pyrazole-1(4H)-carboxamide). Reaction SMILES: C(C[CH2:4][NH:5][C:6](=[O:32])[C@@H:7]([NH:12][C:13]([N:15]1[C:19]2[CH2:20][CH2:21][O:22][CH2:23][C:18]=2[C:17]([C:24]2[CH:29]=[CH:28][C:27]([F:30])=[C:26]([F:31])[CH:25]=2)=[N:16]1)=[O:14])[C:8]([CH3:11])([CH3:10])[CH3:9])#N.NC[C:35]1[O:36][C:37]([CH3:40])=[N:38][N:39]=1>>[F:31][C:26]1[CH:25]=[C:24]([C:17]2[C:18]3[CH2:23][O:22][CH2:21][CH2:20][C:19]=3[N:15]([C:13]([NH:12][C@@H:7]([C:8]([CH3:9])([CH3:11])[CH3:10])[C:6]([NH:5][CH2:4][C:35]3[O:36][C:37]([CH3:40])=[N:38][N:39]=3)=[O:32])=[O:14])[N:16]=2)[CH:29]=[CH:28][C:27]=1[F:30]. The reactants are C(#N)CCNC([C@H](C(C)(C)C)NC(=O)N1N=C(C2=C1CCOC2)C2=CC(=C(C=C2)F)F)=O ((S)-N-(1-(2-cyanoethylamino)-3,3-dimethyl-1-oxobutan-2-yl)-3-(3,4-difluorophenyl)-6,7-dihydropyrano[4,3-c]pyrazole-1(4H)-carboxamide), NCC=1OC(=NN1)C (2-aminomethyl-5-methyl-1,3,4-oxadiazole). The reactants are FC1=C(C#N)C=C(C=C1)C=1C=NC(=NC1)NCC(C)(C)C1=CC=C(C=C1)F (2-fluoro-5-(2-(2-(4-fluorophenyl)-2-methylpropylamino)pyrimidin-5-yl)benzonitrile), NN (hydrazine). Solvent: C(CC)O (propanol). Reaction conditions: temperature 120 celsius, time 3 hour. Product: FC1=CC=C(C=C1)C(CNC1=NC=C(C=N1)C=1C=C2C(=NNC2=CC1)N)(C)C (5-(2-(2-(4-fluorophenyl)-2-methylpropylamino)pyrimidin-5-yl)-1H-indazol-3-amine). Yield: 42.0%. As a reaction SMILES: F[C:2]1[CH:9]=[CH:8][C:7]([C:10]2[CH:11]=[N:12][C:13]([NH:16][CH2:17][C:18]([C:21]3[CH:26]=[CH:25][C:24]([F:27])=[CH:23][CH:22]=3)([CH3:20])[CH3:19])=[N:14][CH:15]=2)=[CH:6][C:3]=1[C:4]#[N:5].[NH2:28][NH2:29]>C(O)CC>[F:27][C:24]1[CH:23]=[CH:22][C:21]([C:18]([CH3:20])([CH3:19])[CH2:17][NH:16][C:13]2[N:12]=[CH:11][C:10]([C:7]3[CH:6]=[C:3]4[C:2](=[CH:9][CH:8]=3)[NH:29][N:28]=[C:4]4[NH2:5])=[CH:15][N:14]=2)=[CH:26][CH:25]=1. Procedure: To a 5 mL microwave reaction vessel was added 2-fluoro-5-(2-(2-(4-fluorophenyl)-2-methylpropylamino)pyrimidin-5-yl)benzonitrile (220 mg, 0.6 mmol), hydrazine (500 μL), and propanol (5 mL). The reaction was heated to 120° C. and stirred for 3 h. The reaction was concentrated and purified by reverse phase column chromatography to give 95 mg (42%) of 5-(2-(2-(4-fluorophenyl)-2-methylpropylamino)pyrimidin-5-yl)-1H-indazol-3-amine as a white solid (m/z [M+H]=377.1). Starting materials: O (water), C(C)(C)(C)C1=C(C=CC=C1)N1CCN(CC1)C(CC1CC(NC(C1)=O)=O)=O (4-{2-[4-(2-tert-Butylphenyl)piperazin-1-yl]-2-oxoethyl}piperidine-2,6-dione), BrCC(=O)OC (methyl bromoacetate), C([O-])([O-])=O.[K+].[K+] (potassium carbonate). The solvent is CN(C)C=O (DMF). Reaction conditions: temperature 60 celsius, time 16 hour. The product is C(C)(C)(C)C1=C(C=CC=C1)N1CCN(CC1)C(CC1CC(N(C(C1)=O)CC(=O)OC)=O)=O (methyl (4-{2-[4-(2-tert-butylphenyl)piperazin-1-yl]-2-oxoethyl}-2,6-dioxopiperidin-1-yl)acetate). The yield is 79.2%. Reaction SMILES: [C:1]([C:5]1[CH:10]=[CH:9][CH:8]=[CH:7][C:6]=1[N:11]1[CH2:16][CH2:15][N:14]([C:17](=[O:27])[CH2:18][CH:19]2[CH2:24][C:23](=[O:25])[NH:22][C:21](=[O:26])[CH2:20]2)[CH2:13][CH2:12]1)([CH3:4])([CH3:3])[CH3:2].Br[CH2:29][C:30]([O:32][CH3:33])=[O:31].C(=O)([O-])[O-].[K+].[K+].O>CN(C=O)C>[C:1]([C:5]1[CH:10]=[CH:9][CH:8]=[CH:7][C:6]=1[N:11]1[CH2:12][CH2:13][N:14]([C:17](=[O:27])[CH2:18][CH:19]2[CH2:24][C:23](=[O:25])[N:22]([CH2:29][C:30]([O:32][CH3:33])=[O:31])[C:21](=[O:26])[CH2:20]2)[CH2:15][CH2:16]1)([CH3:4])([CH3:2])[CH3:3] |f:2.3.4|. Reported procedure: A suspension of 4-{2-[4-(2-tert-butylphenyl)piperazin-1-yl]-2-oxoethyl}piperidine-2,6-dione (Example 14, 0.500 g, 1.35 mmol), methyl bromoacetate (0.247 g, 1.62 mmol), and potassium carbonate (0.56 g, 4.05 mmol) in DMF (6 mL) was stirred at 60° C. for 16 h. The reaction mixture was poured into water and extracted with ethyl acetate. The organic layer was washed with saturated sodium hydrogen carbonate solution and brine, dried over MgSO4, and the solvent was evaporated under reduced pressure to ... The reactants are C(C)(C)(C)OC(=O)N[C@@H](C)C1=CC=C(C=C1)N\C(\C1=CC=CC=C1)=C\1/C(NC2=CC=C(C=C12)[N+](=O)[O-])=O ((Z,S)-3-{1-[4-(1-tert.butoxycarbonylamino-ethyl)-phenylamino]-1-phenyl-methylidene}-5-nitro-2-indolinone), C(C)(=O)OCC.Cl (ethyl acetate hydrogen chloride). Product: Cl.N[C@@H](C)C1=CC=C(C=C1)N\C(\C1=CC=CC=C1)=C\1/C(NC2=CC=C(C=C12)[N+](=O)[O-])=O ((Z,S)-3-{1-[4-(1-aminoethyl)-phenylamino]-1-phenyl-methyliden}-5-nitro-2-indolinone-hydrochloride). As a reaction SMILES: C(OC([NH:8][C@H:9]([C:11]1[CH:16]=[CH:15][C:14]([NH:17]/[C:18](=[C:25]2\[C:26](=[O:37])[NH:27][C:28]3[C:33]\2=[CH:32][C:31]([N+:34]([O-:36])=[O:35])=[CH:30][CH:29]=3)/[C:19]2[CH:24]=[CH:23][CH:22]=[CH:21][CH:20]=2)=[CH:13][CH:12]=1)[CH3:10])=O)(C)(C)C.C(OCC)(=O)C.[ClH:44]>>[ClH:44].[NH2:8][C@H:9]([C:11]1[CH:12]=[CH:13][C:14]([NH:17]/[C:18](=[C:25]2\[C:26](=[O:37])[NH:27][C:28]3[C:33]\2=[CH:32][C:31]([N+:34]([O-:36])=[O:35])=[CH:30][CH:29]=3)/[C:19]2[CH:24]=[CH:23][CH:22]=[CH:21][CH:20]=2)=[CH:15][CH:16]=1)[CH3:10] |f:1.2,3.4|. Reported procedure: Prepared analogously to Example 29a from (Z,S)-3-{1-[4-(1-tert.butoxycarbonylamino-ethyl)-phenylamino]-1-phenyl-methylidene}-5-nitro-2-indolinone and ethyl acetate/hydrogen chloride. Reactants: C(C)(C)(C)OC(=O)N1CCC(CC1)/C=C/C(=O)N1C[C@@H](CCC1)C(=O)N[C@@H](CC(=O)O)C#C (N-[(R)-1-[3-(1-tert-butoxycarbonyl-4-piperidyl)-(E)-acryloyl]-3-piperidylcarbonyl]-3(S)-ethynyl-β-alanine), Cl (HCl). The solvent is C(C)(=O)OCC (ethyl acetate), C(C)(=O)OCC (ethyl acetate). Reaction conditions: time 2 hour. Yields the product N1CCC(CC1)/C=C/C(=O)N1C[C@@H](CCC1)C(=O)N[C@@H](CC(=O)O)C#C (N-[(R)-1-[3-(4-piperidyl)-(E)-acryloyl]-3-piperidylcarbonyl]-3(S)-ethynyl-β-alanine). The yield is 72.7%. As a reaction SMILES: C(OC([N:8]1[CH2:13][CH2:12][CH:11](/[CH:14]=[CH:15]/[C:16]([N:18]2[CH2:23][CH2:22][CH2:21][C@@H:20]([C:24]([NH:26][C@H:27]([C:32]#[CH:33])[CH2:28][C:29]([OH:31])=[O:30])=[O:25])[CH2:19]2)=[O:17])[CH2:10][CH2:9]1)=O)(C)(C)C.Cl>C(OCC)(=O)C>[NH:8]1[CH2:9][CH2:10][CH:11](/[CH:14]=[CH:15]/[C:16]([N:18]2[CH2:23][CH2:22][CH2:21][C@@H:20]([C:24]([NH:26][C@H:27]([C:32]#[CH:33])[CH2:28][C:29]([OH:31])=[O:30])=[O:25])[CH2:19]2)=[O:17])[CH2:12][CH2:13]1. Procedure details: To a solution of N-[(R)-1-[3-(1-tert-butoxycarbonyl-4-piperidyl)-(E)-acryloyl]-3-piperidylcarbonyl]-3(S)-ethynyl-β-alanine (1.23 g) in ethyl acetate (12 ml) was added 4N HCl in ethyl acetate (6.66 ml) at room temperature, and the reaction mixture was stirred for 2 hours. The precipitates were filtered, washed with diethyl ether and purified by preparative HPLC eluting with 0.1% trifluoroacetic acid-CH3CN (9:1), then the fractions containing the object compound were concentrated in vacuo. The res...